describe an organic reaction: reactants, conditions, products, and yield From a dataset of the Open Reaction Database (ORD), a public repository of structured organic reaction records. Starting materials: C1(=CC=CC=C1)CC=CC(=O)OC(C)(C)C (t-butyl 4-phenylbut-2-enoate). Solvent: C(Cl)Cl (CH2Cl2), FC(C(=O)O)(F)F (trifluoroacetic acid). Yields the product C1(=CC=CC=C1)CC=CC(=O)O (4-phenylbut-2-enoic acid). Yield: 99.8%. As a reaction SMILES: [C:1]1([CH2:7][CH:8]=[CH:9][C:10]([O:12]C(C)(C)C)=[O:11])[CH:6]=[CH:5][CH:4]=[CH:3][CH:2]=1>C(Cl)Cl.FC(F)(F)C(O)=O>[C:1]1([CH2:7][CH:8]=[CH:9][C:10]([OH:12])=[O:11])[CH:6]=[CH:5][CH:4]=[CH:3][CH:2]=1. Procedure: A solution of 6.3 g (28.86 mmol) of t-butyl 4-phenylbut-2-enoate in 100 mL of CH2Cl2 and 30 mL of trifluoroacetic acid is stirred at 25° C. for 18 hours. The reaction is concentrated in vacuo to afford 4.67 g (99.85%) of 4-phenylbut-2-enoic acid as a yellow crystalline solid. Reactants: [O-]CC.[Na+] (sodium ethoxide), CC(CCCCCCCCCCCC)C1(C(=S)OC)CO1 (methyl 2-tetradecylthioglycidate), O (water). The solvent is C(C)O (ethanol). Reaction conditions: time 15 minute. Yields the product CC(CCCCCCCCCCCC)C1(C(=S)O)CO1 (2-tetradecylthioglycidic acid). As a reaction SMILES: [CH3:1][CH:2]([C:15]1([O:21][CH2:20]1)[C:16]([O:18]C)=[S:17])[CH2:3][CH2:4][CH2:5][CH2:6][CH2:7][CH2:8][CH2:9][CH2:10][CH2:11][CH2:12][CH2:13][CH3:14].[O-]CC.[Na+].O>C(O)C>[CH3:1][CH:2]([C:15]1([O:21][CH2:20]1)[C:16]([OH:18])=[S:17])[CH2:3][CH2:4][CH2:5][CH2:6][CH2:7][CH2:8][CH2:9][CH2:10][CH2:11][CH2:12][CH2:13][CH3:14] |f:1.2|. Procedure details: A solution of 3.15 g (0.01 mole) of methyl 2-tetradecylthioglycidate in 50 ml of absolute ethanol is added dropwise to a cooled (0°-5° C.) solution of sodium ethoxide (0.25 g sodium in 12 ml absolute ethanol). The mixture is stirred for 15 minutes while maintaining the temperature below 20° C. and 0.19 g of water is added. Stirring is continued overnight (about 15 hours) at room temperature. The resulting suspension is filtered and the precipitate washed with ether, dried and then stirred for se... Reactants: N1=C(C=CC=C1)C#N (2-pyridinecarbonitrile), C(C)[Mg]Br (ethylmagnesium bromide), O (water). Reagents/catalysts: CC([O-])C.CC([O-])C.CC([O-])C.CC([O-])C.[Ti+4] (titanium tetraisopropoxide). The solvent is CCOCC (ether), O1CCCC1 (tetrahydrofuran). Reaction conditions: time 30 minute. Product: N1=C(C=CC=C1)C1(CC1)N (1-pyridin-2-ylcyclopropanamine). As a reaction SMILES: [N:1]1[CH:6]=[CH:5][CH:4]=[CH:3][C:2]=1[C:7]#[N:8].[CH2:9]([Mg]Br)[CH3:10].O>CCOCC.O1CCCC1.CC(C)[O-].CC(C)[O-].CC(C)[O-].CC(C)[O-].[Ti+4]>[N:1]1[CH:6]=[CH:5][CH:4]=[CH:3][C:2]=1[C:7]1([NH2:8])[CH2:10][CH2:9]1 |f:5.6.7.8.9|. Procedure: To a solution of 2-pyridinecarbonitrile (1.00 g, 9.60 mmol) in ether (30 mL) were added successively at RT titanium tetraisopropoxide (3.1 mL, 10.0 mmol) and 1.0 M of ethylmagnesium bromide in tetrahydrofuran (19 mL). After the mixture was stirred for 30 min, water (5.0 mL) was added. The mixture was extracted with diethyl ether. The combined organic layers were washed with brine, dried over MgSO4, filtered, and concentrated to afford the crude product which was directly used in the next step wi... Reactants: N1CCCC1 (Pyrrolidine), ClC1=CC(=C(C=C1Cl)N)[N+](=O)[O-] (4,5-dichloro-2-nitro-phenylamine). Solvent: O (water). Reaction conditions: temperature 100 celsius. The product is ClC1=CC(=C(C=C1N1CCCC1)N)[N+](=O)[O-] (4-chloro-2-nitro-5-pyrrolidin-1-yl-phenylamine). The yield is 99.0%. RXN SMILES: [NH:1]1[CH2:5][CH2:4][CH2:3][CH2:2]1.[Cl:6][C:7]1[C:12](Cl)=[CH:11][C:10]([NH2:14])=[C:9]([N+:15]([O-:17])=[O:16])[CH:8]=1>O>[Cl:6][C:7]1[C:12]([N:1]2[CH2:5][CH2:4][CH2:3][CH2:2]2)=[CH:11][C:10]([NH2:14])=[C:9]([N+:15]([O-:17])=[O:16])[CH:8]=1. Procedure details: Pyrrolidine (6 mL) was added to 4,5-dichloro-2-nitro-phenylamine (2.58 g, 12.5 mmol) in a sealed tube and the mixture heated to 100° C. for 6 h. The mixture was cooled to 23° C., poured into water (100 mL) and extracted with EtOAc (3×100 mL). The combined organic layers were washed with brine (50 mL), dried, filtered, and concentrated under reduced pressure to afford the titled compound (3.00 g, 99%). MS (ESI/CI): mass calcd. for C10H12ClN3O2, 241.1; m/z found, 242.1 [M+H]+. 1H NMR (400 MHz, CDC...